describe an organic reaction: reactants, conditions, products, and yield From a dataset of the Open Reaction Database (ORD), a public repository of structured organic reaction records. Starting materials: CC(=O)OC(C)=O, COc1cc2c(cc1OC)C(C(C#N)SCCO)=NCC2, c1ccccc1. Reaction SMILES: [CH3:22][C:23](=[O:24])[O:25][C:26](=[O:27])[CH3:28].[OH:1][CH2:2][CH2:3][S:4][CH:5]([C:6]#[N:7])[C:8]1=[N:9][CH2:10][CH2:11][c:12]2[cH:13][c:14]([O:20][CH3:21])[c:15]([O:18][CH3:19])[cH:16][c:17]21.[cH:29]1[cH:30][cH:31][cH:32][cH:33][cH:34]1>>[O:1]([CH2:2][CH2:3][S:4][CH:5]([C:6]#[N:7])[C:8]1=[N:9][CH2:10][CH2:11][c:12]2[cH:13][c:14]([O:20][CH3:21])[c:15]([O:18][CH3:19])[cH:16][c:17]21)[C:23]([CH3:22])=[O:24]. Product: COc1cc2c(cc1OC)C(C(C#N)SCCOC(C)=O)=NCC2.